From a dataset of the Open Reaction Database (ORD), a public repository of structured organic reaction records. describe an organic reaction: reactants, conditions, products, and yield Reactants: COC1=NC(=NC2=CC(=CC=C12)C=1C(CC(NN1)=O)C)C (4,5-dihydro-6-(4-methoxy-2-methylquinazolin-7-yl)-5-methyl-3(2H)-pyridazinone), CN (methylamine). The solvent is CO (methanol). Run at time 4 hour. The product is CC1CC(NN=C1C1=CC=C2C(=NC(=NC2=C1)C)NC)=O (4,5-dihydro-5-methyl-6-(4-methylamino2-methylquinazolin-7-yl)-3(2H)-pyridazinone). The yield is 76.0%. Reaction SMILES: CO[C:3]1[C:12]2[C:7](=[CH:8][C:9]([C:13]3[CH:14]([CH3:20])[CH2:15][C:16](=[O:19])[NH:17][N:18]=3)=[CH:10][CH:11]=2)[N:6]=[C:5]([CH3:21])[N:4]=1.[CH3:22][NH2:23]>CO>[CH3:20][CH:14]1[C:13]([C:9]2[CH:8]=[C:7]3[C:12]([C:3]([NH:23][CH3:22])=[N:4][C:5]([CH3:21])=[N:6]3)=[CH:11][CH:10]=2)=[N:18][NH:17][C:16](=[O:19])[CH2:15]1. Procedure details: In 20 ml of 40% methylamine solution in methanol was suspended 0.50 g of Compound 63 obtained in Example 65. The suspension was heated under reflux with stirring for 4 hours and then concentrated. The residue was subjected to partition between water and chloroform, and the organic layer was dried and concentrated. The residue was crystallized from a mixture of dimethylformamide and water to give 0.38 g (76%) of 4,5-dihydro-5-methyl-6-(4-methylamino2-methylquinazolin-7-yl)-3(2H)-pyridazinone (Com... The reactants are FC(=CC1(CC1)C1=CC=C(C=C1)OC(F)(F)F)C(=O)OC (1-(2-Fluoro-2-(methoxycarbonyl)ethenyl)-1-(4-trifluoromethoxyphenyl)cyclopropane), [H-].[Al+3].[Li+].[H-].[H-].[H-] (lithium aluminium hydride). Run in C(C)OCC (diethyl ether). Product: FC(=CC1(CC1)C1=CC=C(C=C1)OC(F)(F)F)CO (1-(2-Fluoro-3-hydroxyprop-1-enyl)-1-(4-trifluoromethoxyphenyl)cyclopropane). Isolated yield 79.1%. As a reaction SMILES: [F:1][C:2]([C:18](OC)=[O:19])=[CH:3][C:4]1([C:7]2[CH:12]=[CH:11][C:10]([O:13][C:14]([F:17])([F:16])[F:15])=[CH:9][CH:8]=2)[CH2:6][CH2:5]1.[H-].[Al+3].[Li+].[H-].[H-].[H-]>C(OCC)C>[F:1][C:2]([CH2:18][OH:19])=[CH:3][C:4]1([C:7]2[CH:12]=[CH:11][C:10]([O:13][C:14]([F:16])([F:15])[F:17])=[CH:9][CH:8]=2)[CH2:5][CH2:6]1 |f:1.2.3.4.5.6|. Procedure details: The method of Example 9 was repeated using 1-(2-fluoro-2-(methoxycarbonyl)ethenyl)1-(4-trifluoromethoxyphenyl)cyclopropane (Example 3) (0.39 g), diethyl ether (10 ml) and lithium aluminium hydride (0.11 g) to yield the title compound (0.28 g, 80%). Starting materials: COC(=O)c1nsc(Cl)n1, NC(N)=S, C1CCOC1, O. Product: COC(=O)c1nsc(S)n1. Reaction SMILES: [Cl:1][c:2]1[n:3][c:4]([C:7](=[O:8])[O:9][CH3:10])[n:5][s:6]1.[NH2:11][C:12]([NH2:13])=[S:14].[O:15]1[CH2:16][CH2:17][CH2:18][CH2:19]1.[OH2:20]>>[c:2]1([SH:14])[n:3][c:4]([C:7](=[O:8])[O:9][CH3:10])[n:5][s:6]1. Reactants: amine, N1C(=NC2=C1C=CC=C2)CN(CCCNC(=O)C2=NC=CC=C2)C2CCCC=1C=CC=NC21 (Pyridine-2-carboxylic acid {3-[(1H-benzimidazol-2-ylmethyl)-(5,6,7,8-tetrahydro-quinolin-8-yl)-amino]-propyl}-amide), C(C)(=O)O (acetic acid). Reaction conditions: time 30 minute. Yields the product N1C(=NC2=C1C=CC=C2)CN(CCCNC(C2=CC=CC=C2)=O)C2CCCC=1C=CC=NC21 (N-{3-[(1H-benzoimidazol-2-ylmethyl)-(5,6,7,8-tetrahydro-quinolin-8-yl)-amino]-propyl}-benzamide). RXN SMILES: [NH:1]1[C:5]2[CH:6]=[CH:7][CH:8]=[CH:9][C:4]=2[N:3]=[C:2]1[CH2:10][N:11]([CH:24]1[C:33]2[N:32]=[CH:31][CH:30]=[CH:29][C:28]=2[CH2:27][CH2:26][CH2:25]1)[CH2:12][CH2:13][CH2:14][NH:15][C:16]([C:18]1[CH:23]=[CH:22][CH:21]=[CH:20]N=1)=[O:17].[C:34](O)(=O)C>>[NH:1]1[C:5]2[CH:6]=[CH:7][CH:8]=[CH:9][C:4]=2[N:3]=[C:2]1[CH2:10][N:11]([CH:24]1[C:33]2[N:32]=[CH:31][CH:30]=[CH:29][C:28]=2[CH2:27][CH2:26][CH2:25]1)[CH2:12][CH2:13][CH2:14][NH:15][C:16](=[O:17])[C:18]1[CH:34]=[CH:20][CH:21]=[CH:22][CH:23]=1. Reported procedure: To a solution of the amine (80 mg, 0.18 mmol) in acetic acid (2 mL) was added hydrobromide saturated acetic acid (2 mL). The reaction mixture was stirred for 30 minutes. Then it was triturated with diethyl ether four times to afford the title compound as a yellow solid (99 mg), which was dried in vacuo. 1H NMR (D2O) δ 1.73-1.86 (m, 2H), 1.93-2.01 (m, 1H), 2.13-2.17 (m, 1H), 2.34-2.38 (m, 1H), 2.43-2.53 (m, 1H), 2.80-2.87 (m, 1H), 2.95-2.97 (br m, 2H), 3.17-3.23 (m, 1H), 3.28-3.35 (m, 1H), 3.53 (... Product: CC(C)(COCc1ccccc1)NC(=O)OC(C)(C)C. The reactants are CC(C)(COc1ccccc1)NC(=O)OC(C)(C)C, CC(C)(COS(C)(=O)=O)NC(=O)OC(C)(C)C, OCc1ccccc1. As a reaction SMILES: [CH3:18][C:19]([NH:20][C:21](=[O:22])[O:23][C:24]([CH3:25])([CH3:26])[CH3:27])([CH3:28])[CH2:29][O:30][c:31]1[cH:32][cH:33][cH:34][cH:35][cH:36]1.[CH3:1][S:2](=[O:3])(=[O:4])[O:5][CH2:6][C:7]([CH3:8])([CH3:9])[NH:10][C:11](=[O:12])[O:13][C:14]([CH3:15])([CH3:16])[CH3:17].[OH:37][CH2:38][c:39]1[cH:40][cH:41][cH:42][cH:43][cH:44]1>>[O:5]([CH2:6][C:7]([CH3:8])([CH3:9])[NH:10][C:11](=[O:12])[O:13][C:14]([CH3:15])([CH3:16])[CH3:17])[CH2:38][c:39]1[cH:40][cH:41][cH:42][cH:43][cH:44]1. The reactants are Brc1cccnc1, Cc1ccc(N)c(C(=O)Nc2ccc(F)cn2)n1, [Pd]. Product: Cc1ccc(Nc2cccnc2)c(C(=O)Nc2ccc(F)cn2)n1. Reaction SMILES: [Br:19][c:20]1[cH:21][n:22][cH:23][cH:24][cH:25]1.[F:1][c:2]1[cH:3][cH:4][c:5]([NH:8][C:9](=[O:10])[c:11]2[n:12][c:13]([CH3:18])[cH:14][cH:15][c:16]2[NH2:17])[n:6][cH:7]1.[Pd:26]>>[F:1][c:2]1[cH:3][cH:4][c:5]([NH:8][C:9](=[O:10])[c:11]2[n:12][c:13]([CH3:18])[cH:14][cH:15][c:16]2[NH:17][c:20]2[cH:21][n:22][cH:23][cH:24][cH:25]2)[n:6][cH:7]1. As a reaction SMILES: [CH3:16][OH:17].[ClH:15].[Fe:18].[N+:1](=[O:2])([O-:3])[c:4]1[cH:5][c:6]([C:7]#[N:8])[cH:9][c:10]([N+:12]([O-:13])=[O:14])[cH:11]1>>[N+:1](=[O:2])([O-:3])[c:4]1[cH:5][c:6]([C:7]#[N:8])[cH:9][c:10]([NH2:12])[cH:11]1. The reactants are CO, Cl, [Fe], N#Cc1cc([N+](=O)[O-])cc([N+](=O)[O-])c1. Yields the product N#Cc1cc(N)cc([N+](=O)[O-])c1. The reactants are OOS(=O)[O-].[K+] (OXONE), COC(=O)C=1N(C2=CC(=CC=C2C(C1CC1=CC=C(C=C1)SCCO)=O)Cl)C1=CC=CC=C1 (7-chloro-3-[4-(2-hydroxy-ethylsulfanyl)-benzyl]-4-oxo-1-phenyl-1,4-dihydro-quinoline-2-carboxylic acid methyl ester), C1CCOC1 (THF), C(=O)(O)[O-].[Na+] (NaHCO3). Run in O (water), CO (MeOH). Run at time 1.5 hour. Yields the product COC(=O)C=1N(C2=CC(=CC=C2C(C1CC1=CC=C(C=C1)S(=O)(=O)CCO)=O)Cl)C1=CC=CC=C1 (7-chloro-3-[4-(2-hydroxyethane-sulfonyl)-benzyl]-4-oxo-1-phenyl-1,4-dihydro-quinoline-2-carboxylic acid methyl ester). RXN SMILES: [CH3:1][O:2][C:3]([C:5]1[N:6]([C:28]2[CH:33]=[CH:32][CH:31]=[CH:30][CH:29]=2)[C:7]2[C:12]([C:13](=[O:26])[C:14]=1[CH2:15][C:16]1[CH:21]=[CH:20][C:19](SCCO)=[CH:18][CH:17]=1)=[CH:11][CH:10]=[C:9]([Cl:27])[CH:8]=2)=[O:4].O[O:35][S:36]([O-:38])=O.[K+].C([O-])(O)=O.[Na+].C1C[O:48][CH2:47][CH2:46]1>CO.O>[CH3:1][O:2][C:3]([C:5]1[N:6]([C:28]2[CH:33]=[CH:32][CH:31]=[CH:30][CH:29]=2)[C:7]2[C:12]([C:13](=[O:26])[C:14]=1[CH2:15][C:16]1[CH:21]=[CH:20][C:19]([S:36]([CH2:46][CH2:47][OH:48])(=[O:38])=[O:35])=[CH:18][CH:17]=1)=[CH:11][CH:10]=[C:9]([Cl:27])[CH:8]=2)=[O:4] |f:1.2,3.4|. Procedure: To 7-chloro-3-[4-(2-hydroxy-ethylsulfanyl)-benzyl]-4-oxo-1-phenyl-1,4-dihydro-quinoline-2-carboxylic acid methyl ester (100 mg) in a mixture of THF and MeOH (1:5, 12 mL) was added a solution of OXONE™ (294 mg) in water (3 mL) at 0° C. The reaction mixture was stirred for 1.5 h, and NaHCO3 (sat aq, 20 mL) added. The resulting mixture was extracted with EtOAc (3×25 mL). The combined organic extracts were washed with brine, dried over Na2SO4, filtered and evaporated under reduced pressure to give a...